Dataset: the Open Reaction Database (ORD), a public repository of structured organic reaction records. Task: describe an organic reaction: reactants, conditions, products, and yield Procedure: 12.11 g (100.0 mmol) of 2,2,4,4-tetramethyl-1,3-oxazolidine (can also be employed in the form of the mixed fraction) were added gradually at room temperature to a solution of 5.43 g (50.0 mmol) of ethyl chloroformate in 50 ml of dry dichloromethane. After stirring for 16 hours, the reaction mixture was poured into 40 ml of 2N HCl. The phases were separated, the aqueous phase was extracted three times with 20 ml of ether each time and the combined organic phases were deacidified and dried over so... Product: CC1(OCC(N1C(=O)OCC)(C)C)C (Ethyl 2,2,4,4-tetramethyl-1,3-oxazolidine-3-carboxylate). Reaction SMILES: [CH3:1][C:2]1([CH3:9])[NH:6][C:5]([CH3:8])([CH3:7])[CH2:4][O:3]1.Cl[C:11]([O:13][CH2:14][CH3:15])=[O:12].Cl>ClCCl>[CH3:1][C:2]1([CH3:9])[N:6]([C:11]([O:13][CH2:14][CH3:15])=[O:12])[C:5]([CH3:8])([CH3:7])[CH2:4][O:3]1. Isolated yield 80.0%. Starting materials: CC1(OCC(N1)(C)C)C (2,2,4,4-tetramethyl-1,3-oxazolidine), ClC(=O)OCC (ethyl chloroformate), Cl (HCl). Reaction conditions: time 16 hour. Run in ClCCl (dichloromethane). Reactants: C(C)(C)(C)OC(=O)NCC(=O)O (N-t-butoxycarbonylglycine), CN1CCOCC1 (N-methylmorpholine), N[C@@H]1CN(C[C@@H]1C)C1=C2CCN(N3C2=C(C=C1F)C(C(=C3)C(=O)O)=O)C (4-(cis (-) 3-Amino-4-methylpyrrolidin-1-yl)-5-fluoro -2,3-dihydro-1-methyl-7-oxo-1H,7H-pyrido[3,2,1-ij]cinnoline-8-carboxylic acid), C(CC(O)(C(=O)O)CC(=O)O)(=O)O (citric acid), C(OCC(C)C)(=O)Cl (isobutyl chlorocarbonate). Run in C(Cl)Cl (methylene chloride), O (water). Reaction conditions: time 20 minute. Yields the product C(C)(C)(C)OC(=O)NCC(=O)N[C@@H]1CN(C[C@@H]1C)C1=C2CCN(N3C2=C(C=C1F)C(C(=C3)C(=O)O)=O)C (4-{cis (-) 3-(t-Butoxycarbonylaminoacetylamino)-4-methylpyrrolidin-1-yl}-5-fluoro-2,3-dihydro-1-methyl -7-oxo-1H,7H-pyrido[3,2,1-ij]cinnoline-8-carboxylic acid). Yield: 75.0%. As a reaction SMILES: [C:1]([O:5][C:6]([NH:8][CH2:9][C:10]([OH:12])=O)=[O:7])([CH3:4])([CH3:3])[CH3:2].CN1CCOCC1.C(Cl)(=O)OCC(C)C.[NH2:28][C@H:29]1[C@@H:33]([CH3:34])[CH2:32][N:31]([C:35]2[C:44]([F:45])=[CH:43][C:42]3[C:46](=[O:52])[C:47]([C:49]([OH:51])=[O:50])=[CH:48][N:40]4[C:41]=3[C:36]=2[CH2:37][CH2:38][N:39]4[CH3:53])[CH2:30]1.C(O)(=O)CC(CC(O)=O)(C(O)=O)O>O.C(Cl)Cl>[C:1]([O:5][C:6]([NH:8][CH2:9][C:10]([NH:28][C@H:29]1[C@@H:33]([CH3:34])[CH2:32][N:31]([C:35]2[C:44]([F:45])=[CH:43][C:42]3[C:46](=[O:52])[C:47]([C:49]([OH:51])=[O:50])=[CH:48][N:40]4[C:41]=3[C:36]=2[CH2:37][CH2:38][N:39]4[CH3:53])[CH2:30]1)=[O:12])=[O:7])([CH3:2])([CH3:3])[CH3:4]. Procedure: 350 mg (2 mmol) of N-t-butoxycarbonylglycine and 202 mg (2 mmol) of N-methylmorpholine were added to 6 ml of methylene chloride. The mixture solution was cooled on freezing mixture, and 0.26 ml (2 mmol) of isobutyl chlorocarbonate was added to the solution. After 20 minutes, 716 mg (2 mmol) of the compound (30) obtained in Example 5 (1) was added to the solution, and the solution was stirred at room temperature for 30 minutes. Then, 10 ml of water was added to the solution, and the solution was ... Starting materials: COc1cc2c(c(Cl)c1Cl)C(=O)C(C)(C)C2c1ccccc1, Cl, O, c1ccncc1. Yields the product CC1(C)C(=O)c2c(cc(O)c(Cl)c2Cl)C1c1ccccc1. Reaction SMILES: [CH3:1][C:2]1([CH3:22])[C:3](=[O:21])[c:4]2[c:5]([Cl:20])[c:6]([Cl:19])[c:7]([O:17][CH3:18])[cH:8][c:9]2[CH:10]1[c:11]1[cH:12][cH:13][cH:14][cH:15][cH:16]1.[ClH:23].[OH2:30].[n:24]1[cH:25][cH:26][cH:27][cH:28][cH:29]1>>[CH3:1][C:2]1([CH3:22])[C:3](=[O:21])[c:4]2[c:5]([Cl:20])[c:6]([Cl:19])[c:7]([OH:17])[cH:8][c:9]2[CH:10]1[c:11]1[cH:12][cH:13][cH:14][cH:15][cH:16]1. The reactants are O=C(CBr)Nc1cccc(C(F)(F)F)c1, CC(C)(C)[O-], [K+], c1ccc2[nH]cnc2c1. The product is O=C(Cn1cnc2ccccc21)Nc1cccc(C(F)(F)F)c1. RXN SMILES: [Br:16][CH2:17][C:18](=[O:19])[NH:20][c:21]1[cH:22][c:23]([C:27]([F:28])([F:29])[F:30])[cH:24][cH:25][cH:26]1.[CH3:1][C:2]([CH3:3])([O-:4])[CH3:5].[K+:6].[nH:7]1[cH:8][n:9][c:10]2[c:11]1[cH:12][cH:13][cH:14][cH:15]2>>[n:7]1([CH2:17][C:18](=[O:19])[NH:20][c:21]2[cH:22][c:23]([C:27]([F:28])([F:29])[F:30])[cH:24][cH:25][cH:26]2)[cH:8][n:9][c:10]2[c:11]1[cH:12][cH:13][cH:14][cH:15]2. The reactants are C(C1=CC=CC=C1)(=O)NC(=S)N1CCC2=NC=3C=CC=CC3C(=C2CC1)C (3-(benzamido-thiocarbonyl)-1,2,4,5-tetrahydro-11-methyl-azepino[4,5-b]quinoline). Solvent: [OH-].[Na+] (sodium hydroxide). The product is C(N)(=S)N1CCC2=NC=3C=CC=CC3C(=C2CC1)C (3-Thiocarbamoyl-1,2,4,5-tetrahydro-11-methyl-3H-azepino[4,5-b]quinoline). Isolated yield 36.0%. As a reaction SMILES: C([NH:9][C:10]([N:12]1[CH2:26][CH2:25][C:24]2[C:15](=[N:16][C:17]3[CH:18]=[CH:19][CH:20]=[CH:21][C:22]=3[C:23]=2[CH3:27])[CH2:14][CH2:13]1)=[S:11])(=O)C1C=CC=CC=1>[OH-].[Na+]>[C:10]([N:12]1[CH2:26][CH2:25][C:24]2[C:15](=[N:16][C:17]3[CH:18]=[CH:19][CH:20]=[CH:21][C:22]=3[C:23]=2[CH3:27])[CH2:14][CH2:13]1)(=[S:11])[NH2:9] |f:1.2|. Procedure details: 3-Thiocarbamoyl-1,2,4,5-tetrahydro-11-methyl-3H-azepino[4,5-b]quinoline was prepared by hydrolysis of 3-(benzamido-thiocarbonyl)-1,2,4,5-tetrahydro-11-methyl-azepino[4,5-b]quinoline (m.p. 175° C) in 2 N sodium hydroxide at room temperature. Yield: 36 % of theory; m.p. 218° C. The reactants are COCOCc1csc2c1S(=O)(=O)N=C(c1c(O)c3ccccc3n(NCC3CC3)c1=O)N2, Cl, C1CCC2=NCCCN2CC1, C1COCCO1, [N-]=[N+]=NP(=O)(c1ccccc1)c1ccccc1. Yields the product [N-]=[N+]=NCc1csc2c1S(=O)(=O)N=C(c1c(O)c3ccccc3n(NCC3CC3)c1=O)N2. Reaction SMILES: [CH:1]1([CH2:4][NH:5][n:6]2[c:7](=[O:33])[c:8]([C:17]3=[N:18][S:19](=[O:31])(=[O:32])[c:20]4[c:21]([s:23][cH:24][c:25]4[CH2:26][O:27][CH2:28][O:29][CH3:30])[NH:22]3)[c:9]([OH:16])[c:10]3[cH:11][cH:12][cH:13][cH:14][c:15]23)[CH2:2][CH2:3]1.[ClH:34].[N:35]12[CH2:36][CH2:37][CH2:38][N:39]=[C:40]1[CH2:41][CH2:42][CH2:43][CH2:44][CH2:45]2.[O:63]1[CH2:64][CH2:65][O:66][CH2:67][CH2:68]1.[c:46]1([P:47]([c:48]2[cH:49][cH:50][cH:51][cH:52][cH:53]2)(=[O:54])[N:60]=[N+:61]=[N-:62])[cH:55][cH:56][cH:57][cH:58][cH:59]1>>[CH:1]1([CH2:4][NH:5][n:6]2[c:7](=[O:33])[c:8]([C:17]3=[N:18][S:19](=[O:31])(=[O:32])[c:20]4[c:21]([s:23][cH:24][c:25]4[CH2:26][N:60]=[N+:61]=[N-:62])[NH:22]3)[c:9]([OH:16])[c:10]3[cH:11][cH:12][cH:13][cH:14][c:15]23)[CH2:2][CH2:3]1.